Task: describe an organic reaction: reactants, conditions, products, and yield. Dataset: the Open Reaction Database (ORD), a public repository of structured organic reaction records The reactants are ON=C(C(=O)OCC)C1(CCl)OCCO1 (ethyl 2-hydroxyimino-3,3-ethylenedioxy-4-chlorobutyrate), C([O-])([O-])=O.[K+].[K+] (potassium carbonate), S(=O)(=O)(OC)OC (dimethyl sulfate). Run in CC(=O)C (acetone). Product: CON=C(C(=O)OCC)C1(CCl)OCCO1 (ethyl 2-methoxyimino-3,3-ethylenedioxy-4-chlorobutyrate). RXN SMILES: [OH:1][N:2]=[C:3]([C:9]1([O:15][CH2:14][CH2:13][O:12]1)[CH2:10][Cl:11])[C:4]([O:6][CH2:7][CH3:8])=[O:5].[C:16](=O)([O-])[O-].[K+].[K+].S(OC)(OC)(=O)=O>CC(C)=O>[CH3:16][O:1][N:2]=[C:3]([C:9]1([O:12][CH2:13][CH2:14][O:15]1)[CH2:10][Cl:11])[C:4]([O:6][CH2:7][CH3:8])=[O:5] |f:1.2.3|. Procedure: To a solution of ethyl 2-hydroxyimino-3,3-ethylenedioxy-4-chlorobutyrate (syn isomer, 0.5 g) in dried acetone (5 ml) was added potassium carbonate (0.29 g), and then dimethyl sulfate (0.265 g) was added dropwise thereto at ambient temperature with stirring. The mixture was stirred for 7 hours at ambient temperature and then filtered. The filtrate was evaporated to give ethyl 2-methoxyimino-3,3-ethylenedioxy-4-chlorobutyrate (syn isomer). Reactants: C(CCC)OC(=O)NCC1CCN(CC1)C1=C(C=NN1C)NC(=O)C=1N=C(SC1NC(OC(C)(C)C)=O)Br (tert-butyl 4-(5-(4-(butyloxycarbonylaminomethyl)piperidin-1-yl)-1-methyl-1H-pyrazol-4-ylcarbamoyl)-2-bromothiazol-5-ylcarbamate). The reagents and catalysts are [Pd] (Pd/C). Solvent: CO (MeOH), C(C)(=O)O (acetic acid). Product: C(CCC)OC(=O)NCC1CCN(CC1)C1=C(C=NN1C)NC(=O)C=1N=CSC1NC(OC(C)(C)C)=O (tert-butyl 4-(5-(4-(butyloxycarbonylaminomethyl)piperidin-1-yl)-1-methyl-1H-pyrazol-4-ylcarbamoyl)thiazol-5-ylcarbamate). The yield is 75.0%. As a reaction SMILES: [CH2:1]([O:5][C:6]([NH:8][CH2:9][CH:10]1[CH2:15][CH2:14][N:13]([C:16]2[N:20]([CH3:21])[N:19]=[CH:18][C:17]=2[NH:22][C:23]([C:25]2[N:26]=[C:27](Br)[S:28][C:29]=2[NH:30][C:31](=[O:37])[O:32][C:33]([CH3:36])([CH3:35])[CH3:34])=[O:24])[CH2:12][CH2:11]1)=[O:7])[CH2:2][CH2:3][CH3:4]>CO.C(O)(=O)C.[Pd]>[CH2:1]([O:5][C:6]([NH:8][CH2:9][CH:10]1[CH2:11][CH2:12][N:13]([C:16]2[N:20]([CH3:21])[N:19]=[CH:18][C:17]=2[NH:22][C:23]([C:25]2[N:26]=[CH:27][S:28][C:29]=2[NH:30][C:31](=[O:37])[O:32][C:33]([CH3:36])([CH3:35])[CH3:34])=[O:24])[CH2:14][CH2:15]1)=[O:7])[CH2:2][CH2:3][CH3:4]. Reported procedure: A solution of tert-butyl 4-(5-(4-(butyloxycarbonylaminomethyl)piperidin-1-yl)-1-methyl-1H-pyrazol-4-ylcarbamoyl)-2-bromothiazol-5-ylcarbamate (0.15 g, 0.244 mmol) in MeOH (5 mL) and acetic acid (0.5 mL) was passed through the H-Cube® (70 bar, 70° C., flow rate: 1 mL/min, 30 mm 10% Pd/C cartridge). The solvent was removed under reduced pressure to afford crude tert-butyl 4-(5-(4-(butyloxycarbonylaminomethyl)piperidin-1-yl)-1-methyl-1H-pyrazol-4-ylcarbamoyl)thiazol-5-ylcarbamate as a clear gum (98... Reactants: CC(=O)O, Cl, O, CC(C)(C)OC(=O)NC(C)(COP(=O)(O)O)c1ccc2cc(OC3CCC4(CCCCC4)CC3)ccc2c1. The product is CC(N)(COP(=O)(O)O)c1ccc2cc(OC3CCC4(CCCCC4)CC3)ccc2c1. As a reaction SMILES: [CH3:39][C:40](=[O:41])[OH:42].[ClH:43].[OH2:44].[P:1](=[O:2])([OH:3])([OH:4])[O:5][CH2:6][C:7]([CH3:8])([c:9]1[cH:10][c:11]2[cH:12][cH:13][c:14]([O:19][CH:20]3[CH2:21][CH2:22][C:23]4([CH2:24][CH2:25]3)[CH2:26][CH2:27][CH2:28][CH2:29][CH2:30]4)[cH:15][c:16]2[cH:17][cH:18]1)[NH:31][C:32](=[O:33])[O:34][C:35]([CH3:36])([CH3:37])[CH3:38]>>[P:1](=[O:2])([OH:3])([OH:4])[O:5][CH2:6][C:7]([CH3:8])([c:9]1[cH:10][c:11]2[cH:12][cH:13][c:14]([O:19][CH:20]3[CH2:21][CH2:22][C:23]4([CH2:24][CH2:25]3)[CH2:26][CH2:27][CH2:28][CH2:29][CH2:30]4)[cH:15][c:16]2[cH:17][cH:18]1)[NH2:31]. Starting materials: COC=1C=C2C(=CN(C2=CC1)C)C1=CC=2C(=NC=C(N2)CNC=O)N1COCC[Si](C)(C)C (N-((6-(5-Methoxy-1-methyl-1H-indol-3-yl)-5-((2-(trimethylsilyl)ethoxy)methyl)-5H-pyrrolo[2,3-b]pyrazin-2-yl)methyl)formamide), COC=1C=CC(=CC1)P2(=S)SP(=S)(S2)C=3C=CC(=CC3)OC (Lawesson's Reagent), mercuric acetate, mercuric acetate. Run in O1CCOCC1 (1,4-dioxane), CCOC(=O)C (EtOAc). Conditions: temperature 80 celsius, time 30 minute. The product is COC1(C=C2C(=CN=C2C=C1)C1=CC2=C(N=CC=3N2C=NC3)N1COCC[Si](C)(C)C)C (7-(5-methoxy-5-methyl-5H-indol-3-yl)-6-((2-(trimethylsilyl)ethoxy)methyl)-6H-imidazo[1,5-a]pyrrolo[2,3-e]pyrazine). The yield is 82.5%. RXN SMILES: [CH3:1][O:2][C:3]1[CH:4]=[C:5]2[C:9](=[CH:10][CH:11]=1)[N:8](C)[CH:7]=[C:6]2[C:13]1[N:25]([CH2:26][O:27][CH2:28][CH2:29][Si:30]([CH3:33])([CH3:32])[CH3:31])[C:16]2=[N:17][CH:18]=[C:19]([CH2:21][NH:22][CH:23]=O)[N:20]=[C:15]2[CH:14]=1.[CH3:34]OC1C=CC(P2(SP(C3C=CC(OC)=CC=3)(=S)S2)=S)=CC=1>O1CCOCC1.CCOC(C)=O>[CH3:1][O:2][C:3]1([CH3:34])[CH:11]=[CH:10][C:9]2[C:5]([C:6]([C:13]3[N:25]([CH2:26][O:27][CH2:28][CH2:29][Si:30]([CH3:33])([CH3:31])[CH3:32])[C:16]4[N:17]=[CH:18][C:19]5[N:20]([CH:23]=[N:22][CH:21]=5)[C:15]=4[CH:14]=3)=[CH:7][N:8]=2)=[CH:4]1. Procedure: N-((6-(5-Methoxy-1-methyl-1H-indol-3-yl)-5-((2-(trimethylsilyl)ethoxy)methyl)-5H-pyrrolo[2,3-b]pyrazin-2-yl)methyl)formamide (0.10 g, 0.22 mmol) in 1,4-dioxane (4 mL) was treated with Lawesson's Reagent (0.053 g, 0.13 mmol) and heated to about 80° C. in an oil bath for about 15 min. The mixture was cooled and mercuric acetate (0.073 g, 0.23 mmol, Fluka) was added. The mixture was stirred for about 30 min at ambient temperature and another portion of mercuric acetate (0.073 g, 0.228 mmol, Fluka) ...